Dataset: the Open Reaction Database (ORD), a public repository of structured organic reaction records. Task: describe an organic reaction: reactants, conditions, products, and yield Starting materials: ClC1=NC=NC(=C1)Cl (4,6-Dichloropyrimidine), CNC1=CC(=CC=C1)C(F)(F)F (N-metyl-3-trifluoromethylaniline). The solvent is C(C)(=O)OCC (ethyl acetate). Run at temperature 126 celsius. Yields the product ClC1=NC=NC(=C1)N(C1=CC(=CC=C1)C(F)(F)F)C (4-chloro-6-(N-methyl-3-trifluoromethylanilino)-pyrimidine). Isolated yield 61.9%. RXN SMILES: Cl[C:2]1[CH:7]=[C:6]([Cl:8])[N:5]=[CH:4][N:3]=1.[CH3:9][NH:10][C:11]1[CH:16]=[CH:15][CH:14]=[C:13]([C:17]([F:20])([F:19])[F:18])[CH:12]=1>C(OCC)(=O)C>[Cl:8][C:6]1[CH:7]=[C:2]([N:10]([CH3:9])[C:11]2[CH:16]=[CH:15][CH:14]=[C:13]([C:17]([F:18])([F:19])[F:20])[CH:12]=2)[N:3]=[CH:4][N:5]=1. Reported procedure: 4,6-Dichloropyrimidine (1.55 g, 0.01 mol) and N-metyl-3-trifluoromethylaniline (2.0 g, 0.11 mol) are combined and heated to 126° C. under N2 for 1.5 hours. The resulting oil is taken up in ethyl acetate, is washed with 10% sodium carbonate and dried over sodium sulphate. The organic phase is concentrated under reduced pressure to yield a yellow oil which is purified by column chromatography to give 4-chloro-6-(N-methyl-3-trifluoromethylanilino)-pyrimidine (1.78 g) as a white solid. Starting materials: ClCC1=CC=C(C(=O)NC2=C(C=CC=C2)OC)C=C1 (4-Chloromethyl-N-(2-methoxyphenyl)benzamide), CN (methylamine). Run in O1CCOCC1 (dioxane), O1CCOCC1 (dioxane). Product: COC1=C(C=CC=C1)NC(C1=CC=C(C=C1)CNC)=O (N-(2-Methoxyphenyl)-4-(methylamino)methylbenzamide). Yield: 100.0%. As a reaction SMILES: Cl[CH2:2][C:3]1[CH:19]=[CH:18][C:6]([C:7]([NH:9][C:10]2[CH:15]=[CH:14][CH:13]=[CH:12][C:11]=2[O:16][CH3:17])=[O:8])=[CH:5][CH:4]=1.[CH3:20][NH2:21]>O1CCOCC1>[CH3:17][O:16][C:11]1[CH:12]=[CH:13][CH:14]=[CH:15][C:10]=1[NH:9][C:7](=[O:8])[C:6]1[CH:18]=[CH:19][C:3]([CH2:2][NH:21][CH3:20])=[CH:4][CH:5]=1. Procedure: 4-Chloromethyl-N-(2-methoxyphenyl)benzamide (400 mg, 1.45 mmol) was dissolved in dioxane (4 ml) and then mixed with 50% methylamine aqueous solution (4 ml) at room temperature. After 1 hour of stirring at the same temperature, dioxane was removed by evaporation, and the resulting residue was diluted with methylene chloride (10 ml). After drying on anhydrous sodium carbonate, the solvent was removed by evaporation to obtain 500 mg (100%) of the title compound in the form of colorless oil. Starting materials: C(=O)C1=C(C(=NN1C)C1=CC=C(C=C1)O)C=1C(=C(OC1C)C(=O)O)C (4-(5-formyl-3-(4-hydroxyphenyl)-1-methyl-1H-pyrazol-4-yl)-3,5-dimethylfuran-2-carboxylic acid), N1=CC=CC2=CC=C3C=CC=NC3=C12 (phenantroline), Cu2O. The solvent is N1=CC=CC2=CC=CC=C12 (quinoline), CN1CCCC1=O (NMP). The product is CC=1OC=C(C1C=1C(=NN(C1C=O)C)C1=CC=C(C=C1)O)C (4-(2,4-dimethylfuran-3-yl)-3-(4-hydroxyphenyl)-1-methyl-1H-pyrazole-5-carbaldehyde). Yield: 51.9%. Reaction SMILES: [CH:1]([C:3]1[N:7]([CH3:8])[N:6]=[C:5]([C:9]2[CH:14]=[CH:13][C:12]([OH:15])=[CH:11][CH:10]=2)[C:4]=1[C:16]1[C:17]([CH3:25])=[C:18](C(O)=O)[O:19][C:20]=1[CH3:21])=[O:2].N1C2C(=CC=C3C=2N=CC=C3)C=CC=1>N1C2C(=CC=CC=2)C=CC=1.CN1C(=O)CCC1>[CH3:21][C:20]1[O:19][CH:18]=[C:17]([CH3:25])[C:16]=1[C:4]1[C:5]([C:9]2[CH:14]=[CH:13][C:12]([OH:15])=[CH:11][CH:10]=2)=[N:6][N:7]([CH3:8])[C:3]=1[CH:1]=[O:2]. Procedure details: A mixture of 4-(5-formyl-3-(4-hydroxyphenyl)-1-methyl-1H-pyrazol-4-yl)-3,5-dimethylfuran-2-carboxylic acid (45 mg, 0.13 mmol), phenantroline (9.53 mg, 0.05 mmol) and Cu2O (3.78 mg, 0.026 mmol) in quinoline (0.73 ml) and NMP (2.19 mL) was flushed with N2 and irradiated in the microwave at 190° C. for 15 min. HCl (1M) and CH2Cl2 were added and the phases were separated. The crude product was purified on preparative HPLC to give 4-(2,4-dimethylfuran-3-yl)-3-(4-hydroxyphenyl)-1-methyl-1H-pyrazole-5-... Starting materials: COC=1C=C2C(=CC=NC2=CC1OC)OC1=CC=C(C=C1)N (6,7-Dimethoxy-4-(4-aminophenoxy)quinoline), C12(CC3CC(CC(C1)C3)C2)C(=O)O (adamantanecarboxylic acid), Cl.C(C)N=C=NCCCN(C)C (1-ethyl-3-(3'-dimethylaminopropyl)carbodiimide hydrochloride). Run in CN(C=O)C (N,N-dimethylformamide). Run at time 15 hour. Product: COC=1C=C2C(=CC=NC2=CC1OC)OC1=CC=C(C=C1)NC(=O)C12CC3CC(CC(C1)C3)C2 (N-{4-[(6,7-Dimethoxy-4-quinolinyl)oxy]phenyl}adamantanecarboxamide). Yield: 16.5%. RXN SMILES: [CH3:1][O:2][C:3]1[CH:4]=[C:5]2[C:10](=[CH:11][C:12]=1[O:13][CH3:14])[N:9]=[CH:8][CH:7]=[C:6]2[O:15][C:16]1[CH:21]=[CH:20][C:19]([NH2:22])=[CH:18][CH:17]=1.[C:23]12([C:33](O)=[O:34])[CH2:32][CH:27]3[CH2:28][CH:29]([CH2:31][CH:25]([CH2:26]3)[CH2:24]1)[CH2:30]2.Cl.C(N=C=NCCCN(C)C)C>CN(C)C=O>[CH3:1][O:2][C:3]1[CH:4]=[C:5]2[C:10](=[CH:11][C:12]=1[O:13][CH3:14])[N:9]=[CH:8][CH:7]=[C:6]2[O:15][C:16]1[CH:17]=[CH:18][C:19]([NH:22][C:33]([C:23]23[CH2:32][CH:27]4[CH2:26][CH:25]([CH2:31][CH:29]([CH2:28]4)[CH2:30]2)[CH2:24]3)=[O:34])=[CH:20][CH:21]=1 |f:2.3|. Procedure: 6,7-Dimethoxy-4-(4-aminophenoxy)quinoline (51 mg) and commercially available adamantanecarboxylic acid (110 mg) were dissolved in N,N-dimethylformamide (2 ml), 1-ethyl-3-(3'-dimethylaminopropyl)carbodiimide hydrochloride (107 mg) was added, and the admixture was stirred at room temperature for 15 hours. The reaction mixture was purified in the same manner as described in Example 51 to obtain 13 mg of the title compound (yield: 17%). The reactants are [N+](=O)([O-])C1=C(C=CC=C1)SC[C@H](N)C(=O)O (S-(o-nitrophenyl)-L-cysteine), C(C)OC(=O)N1C(C=2C(C1=O)=CC=CC2)=O (N-ethoxycarbonylphthalimide). The solvent is C([O-])([O-])=O.[Na+].[Na+] (sodium carbonate). Yields the product [N+](=O)([O-])C1=C(C=CC=C1)SC[C@@H](C(=O)O)N1C(C=2C(C1=O)=CC=CC2)=O (3-(o-nitrophenyl)thio-2(R)-phthalimidopropionic acid). Isolated yield 80.8%. Reaction SMILES: [N+:1]([C:4]1[CH:9]=[CH:8][CH:7]=[CH:6][C:5]=1[S:10][CH2:11][C@@H:12]([C:14]([OH:16])=[O:15])[NH2:13])([O-:3])=[O:2].C(OC(N1[C:26](=[O:27])[C:25]2=[CH:28][CH:29]=[CH:30][CH:31]=[C:24]2[C:23]1=[O:32])=O)C>C(=O)([O-])[O-].[Na+].[Na+]>[N+:1]([C:4]1[CH:9]=[CH:8][CH:7]=[CH:6][C:5]=1[S:10][CH2:11][C@H:12]([N:13]1[C:26](=[O:27])[C:25]2=[CH:28][CH:29]=[CH:30][CH:31]=[C:24]2[C:23]1=[O:32])[C:14]([OH:16])=[O:15])([O-:3])=[O:2] |f:2.3.4|. Procedure details: In an aqueous solution (200 ml) of 1.4 g of sodium carbonate is dissolved 2.9 g of S-(o-nitrophenyl)-L-cysteine, and 3.5 g of N-ethoxycarbonylphthalimide is added to the solution under stirring. After the mixture is stirred at room temperature for 5 hours, the insoluble matter is removed by filtration, and the filtrate is made weakly acid with concentrated hydrochloric acid. The crystals which separate out are recovered by filtration, and recrystallized from 30 ml of ethanol to give 3.6 g of 3-(... The reactants are NC=1C=C2CCC(NC2=CC1)=O (6-Amino-3,4-dihydrocarbostyril), C([O-])([O-])=O.[K+].[K+] (potassium carbonate), C(OCC)(=O)Cl (ethyl chlorocarbonate). Solvent: O (water), CC(=O)C (acetone), O (water). Product: C(C)OC(=O)NC=1C=C2CCC(NC2=CC1)=O (6-ethoxycarbonylamino-3,4-dihydrocarbostyril). RXN SMILES: [NH2:1][C:2]1[CH:3]=[C:4]2[C:9](=[CH:10][CH:11]=1)[NH:8][C:7](=[O:12])[CH2:6][CH2:5]2.C(=O)([O-])[O-].[K+].[K+].[C:19](Cl)(=[O:23])[O:20][CH2:21][CH3:22]>O.CC(C)=O>[CH2:21]([O:20][C:19]([NH:1][C:2]1[CH:3]=[C:4]2[C:9](=[CH:10][CH:11]=1)[NH:8][C:7](=[O:12])[CH2:6][CH2:5]2)=[O:23])[CH3:22] |f:1.2.3|. Procedure: 6-Amino-3,4-dihydrocarbostyril (60 g) is added to a solution of potassium carbonate (128 g) in water (300 ml) and acetone (300 ml), and thereto is added dropwise ethyl chlorocarbonate (46 ml) with stirring under ice-cooling. After the addition, the mixture is further reacted at the same temperature for 30 minutes. After the reaction, the reaction mixture is poured into water, and the resulting precipitate is separated by filtration, washed with water and further with diethyl ether. After drying,...